Dataset: the Open Reaction Database (ORD), a public repository of structured organic reaction records. Task: describe an organic reaction: reactants, conditions, products, and yield Starting materials: CI (methyl iodide), ice water, CCCCCC (n-hexane), C([O-])([O-])=O.[K+].[K+] (potassium carbonate), C(C)(=O)OCC=1N=C(NC1SC1=CC(=CC=C1)Cl)CO[Si](C)(C)C(C)(C)C ([2-t-butyldimethylsilyloxymethyl-5-(3-chlorophenylthio)-1H-imidazol-4-yl]methyl acetate). Solvent: CN(C=O)C (dimethylformamide). Reaction conditions: time 1 hour. The product is C(C)(=O)OCC=1N=C(N(C1SC1=CC(=CC=C1)Cl)C)CO[Si](C)(C)C(C)(C)C ([2-t-butyldimethylsilyloxymethyl-5-(3-chlorophenylthio)-1-methyl-1H-imidazol-4-yl]methyl acetate), oil. Yield: 46.0%. As a reaction SMILES: [C:1]([O:4][CH2:5][C:6]1[N:7]=[C:8]([CH2:19][O:20][Si:21]([C:24]([CH3:27])([CH3:26])[CH3:25])([CH3:23])[CH3:22])[NH:9][C:10]=1[S:11][C:12]1[CH:17]=[CH:16][CH:15]=[C:14]([Cl:18])[CH:13]=1)(=[O:3])[CH3:2].[C:28](=O)([O-])[O-].[K+].[K+].CI.CCCCCC>CN(C)C=O>[C:1]([O:4][CH2:5][C:6]1[N:7]=[C:8]([CH2:19][O:20][Si:21]([C:24]([CH3:27])([CH3:26])[CH3:25])([CH3:23])[CH3:22])[N:9]([CH3:28])[C:10]=1[S:11][C:12]1[CH:17]=[CH:16][CH:15]=[C:14]([Cl:18])[CH:13]=1)(=[O:3])[CH3:2] |f:1.2.3|. Reported procedure: In 12 ml of dry dimethylformamide was dissolved 600 mg (1.4 mmol)of [2-t-butyldimethylsilyloxymethyl-5-(3-chlorophenylthio)-1H-imidazol-4-yl]methyl acetate, followed by addition of anhydrous potassium carbonate (2.8 mmol). Then, 240 mg (1.7 mmol)of methyl iodide was added, and the reaction mixture was stirred at room temperature for 1 hour. To the reaction mixture, ice-water was added, extracted with diethyl ether, the organic layer was washed with water and dried over sodium sulfate. The solven...